From a dataset of the Open Reaction Database (ORD), a public repository of structured organic reaction records. describe an organic reaction: reactants, conditions, products, and yield The reactants are N1=C(C=CC=C1)C1=C(N)C=CC=C1 (2-(2-pyridinyl)aniline), N1=CC=CC=C1 (pyridine), [N+](=O)([O-])C1=C(C=CC=C1)S(=O)(=O)Cl (2-nitrobenzenesulfonyl chloride), O (water). Solvent: C(Cl)Cl (CH2Cl2). Conditions: temperature 23 celsius. The product is N1=C(C=CC=C1)C1(C(C=CC=C1)S(=O)(=O)NC1=CC=CC=C1)[N+](=O)[O-] (2-(2-Pyridinyl)-2-nitrobenzenesulfonanilide). Isolated yield 74.4%. Reaction SMILES: N1C=CC=CC=1[C:7]1[CH:13]=[CH:12][CH:11]=[CH:10][C:8]=1[NH2:9].[N:14]1[CH:19]=[CH:18][CH:17]=[CH:16][CH:15]=1.[N+:20]([C:23]1[CH:28]=[CH:27][CH:26]=[CH:25][C:24]=1[S:29](Cl)(=[O:31])=[O:30])([O-:22])=[O:21].O>C(Cl)Cl>[N:14]1[CH:19]=[CH:18][CH:17]=[CH:16][C:15]=1[C:23]1([N+:20]([O-:22])=[O:21])[CH:28]=[CH:27][CH:26]=[CH:25][CH:24]1[S:29]([NH:9][C:8]1[CH:7]=[CH:13][CH:12]=[CH:11][CH:10]=1)(=[O:30])=[O:31]. Procedure: To 2-(2-pyridinyl)aniline (S1) (851 mg, 5.00 mmol, 1.00 equiv) in CH2Cl2 (10 mL) at 0 ° C. was added pyridine (1.60 mL, 20.0 mmol, 4.00 equiv) and 2-nitrobenzenesulfonyl chloride (2.20 g, 10.0 mmol, 2.00 equiv). The reaction mixture was warmed to 23 ° C. and stirred for 2.0 hr before the addition of water (10 mL). The phases were separated and the aqueous layer was extracted with CH2Cl2 (3×8 mL). The combined organic phases were washed with brine (30 mL) and dried (Na2SO4). The filtrate was conc... The reactants are NC(=O)CCC(=O)NBr, CC(C)c1ccccc1C=O, O, O=C(O)C(F)(F)F, O=S(=O)(O)O. Product: CC(C)c1ccc(Br)cc1C=O. As a reaction SMILES: [Br:24][NH:25][C:26](=[O:27])[CH2:28][CH2:29][C:30]([NH2:31])=[O:32].[CH:8]([CH3:9])([CH3:10])[c:11]1[c:12]([CH:13]=[O:14])[cH:15][cH:16][cH:17][cH:18]1.[OH2:33].[OH:1][C:2]([C:3]([F:4])([F:5])[F:6])=[O:7].[S:19](=[O:20])(=[O:21])([OH:22])[OH:23]>>[CH:8]([CH3:9])([CH3:10])[c:11]1[c:12]([CH:13]=[O:14])[cH:15][c:16]([Br:24])[cH:17][cH:18]1.